describe an organic reaction: reactants, conditions, products, and yield From a dataset of the Open Reaction Database (ORD), a public repository of structured organic reaction records. Starting materials: C(#N)C1=CC=C(C=C1)N1CCC(CC1)C(=O)O (1-(4-Cyanophenyl)-piperidine-4-carboxylic acid), C[C@H]1NCCNC1 ((R)-2-methylpiperazine). Product: C(#N)C1=CC=C(C=C1)N1CCC(CC1)C(=O)N1C[C@H](NCC1)C ((R)-1-[1-(4-Cyanophenyl)-piperidine4-carbonyl]-3-methylpiperazine). RXN SMILES: [C:1]([C:3]1[CH:8]=[CH:7][C:6]([N:9]2[CH2:14][CH2:13][CH:12]([C:15]([OH:17])=O)[CH2:11][CH2:10]2)=[CH:5][CH:4]=1)#[N:2].[CH3:18][C@@H:19]1[CH2:24][NH:23][CH2:22][CH2:21][NH:20]1>>[C:1]([C:3]1[CH:4]=[CH:5][C:6]([N:9]2[CH2:10][CH2:11][CH:12]([C:15]([N:23]3[CH2:22][CH2:21][NH:20][C@H:19]([CH3:18])[CH2:24]3)=[O:17])[CH2:13][CH2:14]2)=[CH:7][CH:8]=1)#[N:2]. Reported procedure: The title compound (D16) was prepared from 1-(4-cyanophenyl)-piperidine4-carboxylic acid (D3) and (R)-2-methylpiperazine using the procedure of Description D15. Reaction SMILES: [CH3:1][C:2](=[CH:3][c:4]1[cH:5][cH:6][cH:7][c:8]2[c:14]1[O:13][CH2:12][CH2:11][N:10]([C:15](=[O:16])[O:17][C:18]([CH3:19])([CH3:20])[CH3:21])[CH2:9]2)[CH3:22].[CH3:23][OH:24]>>[CH3:1][CH:2]([CH2:3][c:4]1[cH:5][cH:6][cH:7][c:8]2[c:14]1[O:13][CH2:12][CH2:11][N:10]([C:15](=[O:16])[O:17][C:18]([CH3:19])([CH3:20])[CH3:21])[CH2:9]2)[CH3:22]. The product is CC(C)Cc1cccc2c1OCCN(C(=O)OC(C)(C)C)C2. The reactants are CC(C)=Cc1cccc2c1OCCN(C(=O)OC(C)(C)C)C2, CO. Reactants: C[O-].[Na+] (sodium methylate), C(C)(C)(C)C1=C(C=CC(=C1)C(C)(C)C)C1=C(C=CC=C1)O (2,4 di-tert-butylphenyl phenol), P(OC1=CC=CC=C1)(OC1=CC=CC=C1)OC1=CC=CC=C1 (triphenyl phosphite). The product is P([O-])([O-])[O-] (phosphite), P(OC1=C(C=C(C=C1)C(C)(C)C)C(C)(C)C)(OC1=CC=CC=C1)OC1=CC=CC=C1 (2,4 di-tert-butylphenyl diphenyl phosphite). Reaction SMILES: [C:1]([C:5]1[CH:10]=[C:9]([C:11]([CH3:14])([CH3:13])[CH3:12])[CH:8]=[CH:7][C:6]=1C1C=CC=CC=1O)([CH3:4])([CH3:3])[CH3:2].[P:22]([O:37]C1C=CC=CC=1)([O:30][C:31]1[CH:36]=[CH:35][CH:34]=[CH:33][CH:32]=1)[O:23][C:24]1[CH:29]=[CH:28][CH:27]=[CH:26][CH:25]=1.C[O-].[Na+]>>[P:22]([O-:37])([O-:30])[O-:23].[P:22]([O:23][C:24]1[CH:25]=[CH:26][CH:27]=[CH:28][CH:29]=1)([O:30][C:31]1[CH:32]=[CH:33][CH:34]=[CH:35][CH:36]=1)[O:37][C:6]1[CH:7]=[CH:8][C:9]([C:11]([CH3:14])([CH3:13])[CH3:12])=[CH:10][C:5]=1[C:1]([CH3:3])([CH3:2])[CH3:4] |f:2.3|. Procedure details: Bis (tetrahydroabietyl 2,4 di-tert-butyl phenyl) phosphite was prepared by first reacting 206 g (1 mol) of 2,4 di-tert-butylphenyl phenol with 310 g (1 mol) of triphenyl phosphite catalyzed with 2 g of sodium methylate (or phenate) to obtain a nominal 2,4 di-tert-butylphenyl diphenyl phosphite. Phenol was distilled through a 20 cm. Raschig ring packed column to 150° C. and 30 mm. The reaction terminates at 190° C. at 4 mm after distilling the calculated 1 mol of phenol. The product mixture conta...